From a dataset of the Open Reaction Database (ORD), a public repository of structured organic reaction records. describe an organic reaction: reactants, conditions, products, and yield Reactants: CC(=O)O, CCOC(=O)c1cn(C2CC2)c2cc(Cl)c(F)c(Cl)c2c1=O, O, O=S(=O)(O)O. The product is O=C(O)c1cn(C2CC2)c2cc(Cl)c(F)c(Cl)c2c1=O. As a reaction SMILES: [CH3:29][C:30](=[O:31])[OH:32].[Cl:1][c:2]1[c:3]2[c:4](=[O:22])[c:5]([C:17](=[O:18])[O:19][CH2:20][CH3:21])[cH:6][n:7]([CH:14]3[CH2:15][CH2:16]3)[c:8]2[cH:9][c:10]([Cl:13])[c:11]1[F:12].[OH2:23].[S:24](=[O:25])(=[O:26])([OH:27])[OH:28]>>[Cl:1][c:2]1[c:3]2[c:4](=[O:22])[c:5]([C:17](=[O:18])[OH:19])[cH:6][n:7]([CH:14]3[CH2:15][CH2:16]3)[c:8]2[cH:9][c:10]([Cl:13])[c:11]1[F:12].